From a dataset of the Open Reaction Database (ORD), a public repository of structured organic reaction records. describe an organic reaction: reactants, conditions, products, and yield The reactants are CC1CC2c3cccc4[nH]cc(c34)CC2N(C)C1, CCOC(C)=O, CSSC, ClCCl, N, O, O=S(=O)(Cl)Cl. The product is CSc1[nH]c2cccc3c2c1CC1C3CC(C)CN1C. Reaction SMILES: [CH3:10][N:11]1[CH2:12][CH:13]([CH3:27])[CH2:14][CH:15]2[c:16]3[cH:17][cH:18][cH:19][c:20]4[nH:21][cH:22][c:23]([c:26]34)[CH2:24][CH:25]12.[CH3:33][CH2:34][O:35][C:36](=[O:37])[CH3:38].[CH3:6][S:7][S:8][CH3:9].[Cl:29][CH2:30][Cl:31].[NH3:28].[OH2:32].[S:1]([Cl:2])([Cl:3])(=[O:4])=[O:5]>>[S:8]([CH3:9])[c:22]1[nH:21][c:20]2[cH:19][cH:18][cH:17][c:16]3[c:26]2[c:23]1[CH2:24][CH:25]1[N:11]([CH3:10])[CH2:12][CH:13]([CH3:27])[CH2:14][CH:15]31. Reactants: Cl (hydrochloric acid), C(CCCCCCCCC)Br (decylmonobromide), OC1=CC2=CC=C(C=C2C=C1)O (2,6-dihydroxynaphthalene), C([O-])([O-])=O.[K+].[K+] (potassium carbonate). The solvent is CN(C=O)C (dimethylformamide), C(C)OCC (diethyl ether), O (water). Yields the product C(CCCCCCCCC)OC1=CC2=CC=C(C=C2C=C1)O (2-n-decyloxy-6-hydroxynaphthalene). Yield: 53.3%. RXN SMILES: [CH2:1](Br)[CH2:2][CH2:3][CH2:4][CH2:5][CH2:6][CH2:7][CH2:8][CH2:9][CH3:10].[OH:12][C:13]1[CH:22]=[CH:21][C:20]2[C:15](=[CH:16][CH:17]=[C:18]([OH:23])[CH:19]=2)[CH:14]=1.C(=O)([O-])[O-].[K+].[K+].Cl>CN(C)C=O.O.C(OCC)C>[CH2:1]([O:12][C:13]1[CH:22]=[CH:21][C:20]2[C:15](=[CH:16][CH:17]=[C:18]([OH:23])[CH:19]=2)[CH:14]=1)[CH2:2][CH2:3][CH2:4][CH2:5][CH2:6][CH2:7][CH2:8][CH2:9][CH3:10] |f:2.3.4|. Procedure: A solution of decylmonobromide (1.5 g), 2,6-dihydroxynaphthalene (1 g) and anhydrous potassium carbonate (0.8 g) in dimethylformamide (50 ml) was stirred at 130° C. for four hours. The solution was poured in water and was made neutral with dilute aqueous hydrochloric acid solution. To the solution was added diethyl ether in order to effect extraction and the extract was distilled to remove the solvent. The residue was washed with hexane and recrystallized from water/ethanol (1/9) to obtain the t... Product: COC1=CC=C(C=C1)N(C1=CC=NC2=CC=CC=C12)C ((4-Methoxy-phenyl)-methyl-(quinolin-4-yl)-amine). The reactants are ClC1=CC=NC2=CC=CC=C12 (4-chloroquinoline), COC1=CC=C(C=C1)NC ((4-methoxy-phenyl)-methyl amine). Procedure: A mixture of 4-chloroquinoline (50 mg, 0.31 mmol) and (4-methoxy-phenyl)-methyl amine (300 mg, 2.2 mmol) was heated in a sealed tube at 140° C. overnight. The crude product was purified by chromatography (20-40% ethyl acetate/hexanes) on silica gel to give the title compound (60 mg, 0.23 mmol, 74%). 1H NMR (CDCl3): 8.77 (d, 1H, J=5.1), 8.00-8.04 (m, 1H), 7.61-7.64 (m, 1H), 7.55 (ddd, 1H, J=1.5, 6.9, 8.4), 7.22 (ddd, 1H, J=1.5, 6.9, 8.1), 6.99 (d, 1H, J=4.8), 6.92 (m, 2H), 6.89 (m, 2H), 3.77 (s, ... The yield is 74.2%. Reaction SMILES: Cl[C:2]1[C:11]2[C:6](=[CH:7][CH:8]=[CH:9][CH:10]=2)[N:5]=[CH:4][CH:3]=1.[CH3:12][O:13][C:14]1[CH:19]=[CH:18][C:17]([NH:20][CH3:21])=[CH:16][CH:15]=1>>[CH3:12][O:13][C:14]1[CH:19]=[CH:18][C:17]([N:20]([CH3:21])[C:2]2[C:11]3[C:6](=[CH:7][CH:8]=[CH:9][CH:10]=3)[N:5]=[CH:4][CH:3]=2)=[CH:16][CH:15]=1. Run at temperature 140 celsius.